From a dataset of the Open Reaction Database (ORD), a public repository of structured organic reaction records. describe an organic reaction: reactants, conditions, products, and yield The reactants are OC1=C(C(=O)OC)C=CC(=C1)C (methyl 2-hydroxy-4-methylbenzoate), C(C)(=O)OC(C)=O (acetic anhydride). Run in N1=CC=CC=C1 (pyridine). Conditions: time 8 hour. Product: C(C)(=O)OC1=C(C(=O)OC)C=CC(=C1)C (methyl 2-acetoxy-4-methylbenzoate). Reaction SMILES: [OH:1][C:2]1[CH:11]=[C:10]([CH3:12])[CH:9]=[CH:8][C:3]=1[C:4]([O:6][CH3:7])=[O:5].[C:13](OC(=O)C)(=[O:15])[CH3:14]>N1C=CC=CC=1>[C:13]([O:1][C:2]1[CH:11]=[C:10]([CH3:12])[CH:9]=[CH:8][C:3]=1[C:4]([O:6][CH3:7])=[O:5])(=[O:15])[CH3:14]. Procedure: A solution of methyl 2-hydroxy-4-methylbenzoate (19.7 g, 0.119 mole) in pyridine (15 ml) was treated with acetic anhydride (15 ml, 16.23 g, 0.158 mol). The reaction was stirred at ambient temperature overnight and then the solvent evaporated. The residue was dissolved in CH2Cl2 and the solution washed with 2N aqueous HCl, water, saturated aqueous NaHCO3 solution, dried (MgSO4) and evaporated to give methyl 2-acetoxy-4-methylbenzoate which was used without further purification (24.58 g, 99%).